From a dataset of the Open Reaction Database (ORD), a public repository of structured organic reaction records. describe an organic reaction: reactants, conditions, products, and yield Reactants: OC1=CC=C(C(=O)C2=CNC3=CC=CC=C23)C=C1 (3-(p-hydroxybenzoyl)indole), [OH-].[Na+] (sodium hydroxide), ClCC(CO)O (3-chloro-1,2-propandiol). The solvent is O (water). Run at time 3 hour. The product is OC(COC1=CC=C(C(=O)C2=CNC3=CC=CC=C23)C=C1)CO (3-[p-(2,3-dihydroxypropoxy)benzoyl]indole). RXN SMILES: [OH:1][C:2]1[CH:18]=[CH:17][C:5]([C:6]([C:8]2[C:16]3[C:11](=[CH:12][CH:13]=[CH:14][CH:15]=3)[NH:10][CH:9]=2)=[O:7])=[CH:4][CH:3]=1.[OH-].[Na+].Cl[CH2:22][CH:23]([OH:26])[CH2:24][OH:25]>O>[OH:26][CH:23]([CH2:24][OH:25])[CH2:22][O:1][C:2]1[CH:3]=[CH:4][C:5]([C:6]([C:8]2[C:16]3[C:11](=[CH:12][CH:13]=[CH:14][CH:15]=3)[NH:10][CH:9]=2)=[O:7])=[CH:17][CH:18]=1 |f:1.2|. Procedure details: 11 g of 3-(p-hydroxybenzoyl)indole and 7.43 g of sodium hydroxide were dissolved in 10 ml of water. 20.51 g of 3-chloro-1,2-propandiol was added to the solution followed by reflux with stirring for 3 hours in oil bath. After cooling, the solution was evaporated to dryness. The residue was purified by column chromatography on silica gel. After recrystallization from ethyl acetate, 3-[p-(2,3-dihydroxypropoxy)benzoyl]indole (compound 16) was obtained in the form of white crystals. (Yield: 13.8%).